This data is from the Open Reaction Database (ORD), a public repository of structured organic reaction records. The task is: describe an organic reaction: reactants, conditions, products, and yield Starting materials: C(CCC)OC1=CC=C(C=C1)C[C@@H](C(=O)O)NC(=O)[C@H]([C@](C(=O)O)(CCC)O)\C=C\CCCCCCS(=O)(=O)CCCCCCC ((E)-(2S,3S)-3-[(S)-2-(4-Butoxy-phenyl)-1-carboxy-ethylcarbamoyl]-11-(heptane-1-sulfonyl)-2-hydroxy-2-propyl-undec-4-enoic acid), C(C#CC)OC1=CC=C(C=C1)C[C@@H](C(=O)O)NC(=O)[C@H]([C@](C(=O)O)(CCC)O)\C=C\CCCCCCC(CCCCCCC)(F)F ((E)-(2S,3S)-3-[(S)-2-(4-but-2-ynyloxy-phenyl)-1-carboxy-ethylcarbamoyl]-12,12-difluoro-2-hydroxy-2-propyl-nonadec-4-enoic acid), (E)-(2S,3S)-3-[(S)-2-(4-butoxy-phenyl)-1-methoxycarbonyl-ethylcarbamoyl]-2-(2-fluoro-ethyl)-11-(heptane-1-sulfonyl)-2-hydroxy-2-undec-4-enoic acid. The product is C(CCC)OC1=CC=C(C=C1)C[C@@H](C(=O)O)NC(=O)[C@H]([C@@](C(=O)O)(O)CCF)\C=C\CCCCCCS(=O)(=O)CCCCCCC ((E)-(2S,3S)-3-[(S)-2-(4-Butoxy-phenyl)-1-carboxy-ethylcarbamoyl]-2-(2-fluoro-ethyl)-11-(heptane-1-sulfonyl)-2-hydroxy-undec-4-enoic acid). Reaction SMILES: [CH2:1]([O:5][C:6]1[CH:11]=[CH:10][C:9]([CH2:12][C@H:13]([NH:17][C:18]([C@@H:20](/[CH:29]=[CH:30]/[CH2:31][CH2:32][CH2:33][CH2:34][CH2:35][CH2:36][S:37]([CH2:40][CH2:41][CH2:42][CH2:43][CH2:44][CH2:45][CH3:46])(=[O:39])=[O:38])[C@@:21]([OH:28])([CH2:25][CH2:26]C)[C:22]([OH:24])=[O:23])=[O:19])[C:14]([OH:16])=[O:15])=[CH:8][CH:7]=1)[CH2:2][CH2:3][CH3:4].C(OC1C=CC(C[C@H](NC([C@@H](/C=C/CCCCCCC(F)([F:91])CCCCCCC)[C@@](O)(CCC)C(O)=O)=O)C(O)=O)=CC=1)C#CC>>[CH2:1]([O:5][C:6]1[CH:11]=[CH:10][C:9]([CH2:12][C@H:13]([NH:17][C:18]([C@@H:20](/[CH:29]=[CH:30]/[CH2:31][CH2:32][CH2:33][CH2:34][CH2:35][CH2:36][S:37]([CH2:40][CH2:41][CH2:42][CH2:43][CH2:44][CH2:45][CH3:46])(=[O:39])=[O:38])[C@:21]([CH2:25][CH2:26][F:91])([OH:28])[C:22]([OH:24])=[O:23])=[O:19])[C:14]([OH:16])=[O:15])=[CH:8][CH:7]=1)[CH2:2][CH2:3][CH3:4]. Procedure details: (E)-(2S,3S)-3-[(S)-2-(4-Butoxy-phenyl)-1-carboxy-ethylcarbamoyl]-11-(heptane-1-sulfonyl)-2-hydroxy-2-propyl-undec-4-enoic acid (No. 5527300) was synthesized by the synthetic method of (E)-(2S,3S)-3-[(S)-2-(4-but-2-ynyloxy-phenyl)-1-carboxy-ethylcarbamoyl]-12,12-difluoro-2-hydroxy-2-propyl-nonadec-4-enoic acid (No. 5501825), using (E)-(2S,3S)-3-[(S)-2-(4-butoxy-phenyl)-1-methoxycarbonyl-ethylcarbamoyl]-2-(2-fluoro-ethyl)-11-(heptane-1-sulfonyl)-2-hydroxy-2-undec-4-enoic acid (No. 5514421) as a st... Starting materials: CCCN1CCCC2Cc3nc(Br)sc3CC21, [NH4+], [OH-], O=S(=O)(O)O. The product is CCCN1CCCC2Cc3[nH]c(=O)sc3CC21. RXN SMILES: [Br:1][c:2]1[s:3][c:4]2[c:5]([n:17]1)[CH2:6][CH:7]1[CH2:8][CH2:9][CH2:10][N:11]([CH2:14][CH2:15][CH3:16])[CH:12]1[CH2:13]2.[NH4+:23].[OH-:24].[S:18]([OH:19])(=[O:20])(=[O:21])[OH:22]>>[c:2]1(=[O:19])[s:3][c:4]2[c:5]([nH:17]1)[CH2:6][CH:7]1[CH2:8][CH2:9][CH2:10][N:11]([CH2:14][CH2:15][CH3:16])[CH:12]1[CH2:13]2. Reactants: C(#N)C(=CNC(N1C(NCC1)=O)=N)C(N(C1=CC(=CC=C1)C(F)(F)F)CCCC)=O (1-cyano-1-[N-butyl-N-(3-trifluoromethylphenyl)carbamoyl]-2-[imino(2-oxo-1-imidazolidinyl)methylamino]ethene), C(C(=O)O)(=O)O (oxalic acid). The solvent is C(C)(=O)O (acetic acid). Run at time 1 hour. Yields the product CN(C(=O)C=1C(=NC(=NC1)N1C(NCC1)=O)N)C1=CC(=CC=C1)C(F)(F)F (4-amino-2-(2-oxo-1-imidazolidinyl)pyrimidine-5-carboxylic acid N-methyl-N-(3-trifluoromethylphenyl)amide). Yield: 59.3%. Reaction SMILES: [C:1]([C:3]([C:14](=[O:30])[N:15]([CH2:26]CCC)[C:16]1[CH:21]=[CH:20][CH:19]=[C:18]([C:22]([F:25])([F:24])[F:23])[CH:17]=1)=[CH:4][NH:5][C:6](=[NH:13])[N:7]1[CH2:11][CH2:10][NH:9][C:8]1=[O:12])#[N:2].C(O)(=O)C(O)=O>C(O)(=O)C>[CH3:26][N:15]([C:16]1[CH:21]=[CH:20][CH:19]=[C:18]([C:22]([F:23])([F:24])[F:25])[CH:17]=1)[C:14]([C:3]1[C:1]([NH2:2])=[N:13][C:6]([N:7]2[CH2:11][CH2:10][NH:9][C:8]2=[O:12])=[N:5][CH:4]=1)=[O:30]. Reported procedure: A mixture of 2.66 g (7 mmol) of a compound II (R1, R2, R3, R5, R6 =H; R4 =CH3), 0.72 g (8 mmol) of anhydrous oxalic acid and 4.5 ml of glacial acetic acid was stirred at 85° for 1 hour and subsequently worked up as in Example 5. 1.58 g (=59.4% yield) of TLC-pure 4-amino-2-(2-oxo-1-imidazolidinyl)pyrimidine-5-carboxylic acid N-methyl-N-(3-trifluoromethylphenyl)amide were obtained, melting point 249°-250°. Procedure: To a stirred solution of 1,9-diazaspiro[5.5]undecan-2-one (TFA salt) (800 mg, 4.76 mmol) in 10 mL DMF, 2-chloroquinoxaline (937 mg, 5.71 mmol) and K2CO3 (3.3 g, 23.8 mmol) were added and the reaction mixture was stirred for 18 h at 80° C. under a nitrogen atmosphere. The reaction mixture was quenched with ice-cold water and extracted with ethyl acetate (2×50 mL), dried over anhydrous Na2SO4, filtered and concentrated under reduced pressure. The crude mixture was purified by flash column chromato... Yield: 70.9%. Reaction conditions: temperature 80 celsius, time 18 hour. Reaction SMILES: [NH:1]1[C:6]2([CH2:11][CH2:10][NH:9][CH2:8][CH2:7]2)[CH2:5][CH2:4][CH2:3][C:2]1=[O:12].Cl[C:14]1[CH:23]=[N:22][C:21]2[C:16](=[CH:17][CH:18]=[CH:19][CH:20]=2)[N:15]=1.C([O-])([O-])=O.[K+].[K+]>CN(C=O)C>[N:15]1[C:16]2[C:21](=[CH:20][CH:19]=[CH:18][CH:17]=2)[N:22]=[CH:23][C:14]=1[N:9]1[CH2:10][CH2:11][C:6]2([NH:1][C:2](=[O:12])[CH2:3][CH2:4][CH2:5]2)[CH2:7][CH2:8]1 |f:2.3.4|. Run in CN(C)C=O (DMF). Starting materials: N1C(CCCC12CCNCC2)=O (1,9-diazaspiro[5.5]undecan-2-one), ClC1=NC2=CC=CC=C2N=C1 (2-chloroquinoxaline), C(=O)([O-])[O-].[K+].[K+] (K2CO3). Product: N1=C(C=NC2=CC=CC=C12)N1CCC2(CCCC(N2)=O)CC1 (9-(quinoxalin-2-yl)-1,9-diazaspiro[5.5]undecan-2-one).